Task: describe an organic reaction: reactants, conditions, products, and yield. Dataset: the Open Reaction Database (ORD), a public repository of structured organic reaction records The reactants are C(C)(C)(C)OC(=O)N1CC(CCC1)CN (3-aminomethyl-piperidine-1-carboxylic acid tert-butyl ester), ClCC(=O)Cl (chloroacetylchloride), C(C)(C)N(CC)C(C)C (diisopropylethylamine). Solvent: C(Cl)Cl (CH2Cl2), C(Cl)Cl (CH2Cl2), C(C)(=O)OCC (ethyl acetate). Run at time 8 hour. Product: C(C)(C)(C)OC(=O)N1CC(CCC1)CNC(CCl)=O (3-[(2-chloroacetylamino)-methyl]-piperidine-1-carboxylic acid tert-butyl ester). RXN SMILES: [C:1]([O:5][C:6]([N:8]1[CH2:13][CH2:12][CH2:11][CH:10]([CH2:14][NH2:15])[CH2:9]1)=[O:7])([CH3:4])([CH3:3])[CH3:2].[Cl:16][CH2:17][C:18](Cl)=[O:19].C(N(C(C)C)CC)(C)C>C(Cl)Cl.C(OCC)(=O)C>[C:1]([O:5][C:6]([N:8]1[CH2:13][CH2:12][CH2:11][CH:10]([CH2:14][NH:15][C:18](=[O:19])[CH2:17][Cl:16])[CH2:9]1)=[O:7])([CH3:4])([CH3:3])[CH3:2]. Reported procedure: 3-Aminomethyl-piperidine-1-carboxylic acid tert-butyl ester 1c (5.0 g, 23.4 mmol) in 20 mL CH2Cl2 was added dropwise to a cold (−10→0° C.) solution of chloroacetylchloride (2.8 mL, 35 mmol, 1.5 equiv) and diisopropylethylamine (6.1 mL, 35 mmol, 1.5 equiv) in 60 mL CH2Cl2 under N2. After being left overnight (−10° C.→rt), the mixture was diluted with ethyl acetate and washed briefly with water and brine, dried (Na2SO4), and concentrated to give 3-[(2-chloroacetylamino)-methyl]-piperidine-1-carbox... Reactants: COCCOC(=O)Cl, Cc1ccnc(Nc2ncc(Sc3ccnc(C(=O)NCC4(c5ccccn5)CCNCC4)c3F)s2)c1. The product is COCCOC(=O)N1CCC(CNC(=O)c2nccc(Sc3cnc(Nc4cc(C)ccn4)s3)c2F)(c2ccccn2)CC1. As a reaction SMILES: [Cl:38][C:39](=[O:40])[O:41][CH2:42][CH2:43][O:44][CH3:45].[F:1][c:2]1[c:3]([C:22](=[O:23])[NH:24][CH2:25][C:26]2([c:32]3[n:33][cH:34][cH:35][cH:36][cH:37]3)[CH2:27][CH2:28][NH:29][CH2:30][CH2:31]2)[n:4][cH:5][cH:6][c:7]1[S:8][c:9]1[cH:10][n:11][c:12]([NH:14][c:15]2[n:16][cH:17][cH:18][c:19]([CH3:21])[cH:20]2)[s:13]1>>[F:1][c:2]1[c:3]([C:22](=[O:23])[NH:24][CH2:25][C:26]2([c:32]3[n:33][cH:34][cH:35][cH:36][cH:37]3)[CH2:27][CH2:28][N:29]([C:39](=[O:40])[O:41][CH2:42][CH2:43][O:44][CH3:45])[CH2:30][CH2:31]2)[n:4][cH:5][cH:6][c:7]1[S:8][c:9]1[cH:10][n:11][c:12]([NH:14][c:15]2[n:16][cH:17][cH:18][c:19]([CH3:21])[cH:20]2)[s:13]1. The reactants are BrBr (bromine), CC1=CC=C(S1)C(=O)O (5-methyl-2-thiophenecarboxylic acid), FeCl3. The solvent is CC(=O)O (AcOH), CC(=O)O (AcOH). Conditions: time 5 hour. Yields the product BrC=1C=C(SC1C)C(=O)O (4-bromo-5-methyl-2-thiophenecarboxylic acid). As a reaction SMILES: [Br:1]Br.[CH3:3][C:4]1[S:8][C:7]([C:9]([OH:11])=[O:10])=[CH:6][CH:5]=1>CC(O)=O>[Br:1][C:5]1[CH:6]=[C:7]([C:9]([OH:11])=[O:10])[S:8][C:4]=1[CH3:3]. Procedure details: A solution of bromine (725 uL, 14.1 mmol) in AcOH (2.8 mL) was added dropwise to 5-methyl-2-thiophenecarboxylic acid (2 g, 14.1 mmol) and FeCl3 (456 mg, 2.81 mmol) in AcOH (28 mL) at 25° C. After 5 h, the solution was poured onto ice and the precipitate was filtered and washed with water affording the title compound (3 g, quant.) as a yellow powder: LCMS (ES) m/z 222 (M+H)+.